Dataset: the Open Reaction Database (ORD), a public repository of structured organic reaction records. Task: describe an organic reaction: reactants, conditions, products, and yield The reactants are [N+](=O)([O-])C1=CC=C(C=C1)NC(OC)=O (methyl N-(4-nitrophenyl)-carbamate), NCC=1C=NC=CC1 (3-aminomethyl-pyridine), 302D, N,N-dimethyl-C10-18 alkylamines, mixture, O (water). Product: [N+](=O)([O-])C1=CC=C(C=C1)NC(=O)NCC=1C=NC=CC1 (N-(4-nitrophenyl)-N'-(3-pyridylmethyl)-urea). Isolated yield 88.2%. Procedure details: A mixture of 5.88 g (0.03 mole) of methyl N-(4-nitrophenyl)-carbamate, 2.70 g (0.025 mole) of 3-aminomethyl-pyridine, 9.6 ml of Gemanin CS 302D (a mixture of N,N-dimethyl-C10-18 alkylamines sold by the firm Hoechst AG) and 50 ml of xylene is filled into a flask equipped with a 20 cm Vigreux column and a Dean-Stark trap, and the mixture is boiled for 2 hours. During this period 6 ml of a mixture of water, methanol and xylene accumulate in the trap. The mixture is filtered when hot, the crystallin... Conditions: time 2 hour. RXN SMILES: [N+:1]([C:4]1[CH:9]=[CH:8][C:7]([NH:10][C:11](=[O:14])OC)=[CH:6][CH:5]=1)([O-:3])=[O:2].[NH2:15][CH2:16][C:17]1[CH:18]=[N:19][CH:20]=[CH:21][CH:22]=1.O>C1(C)C(C)=CC=CC=1.CO>[N+:1]([C:4]1[CH:5]=[CH:6][C:7]([NH:10][C:11]([NH:15][CH2:16][C:17]2[CH:18]=[N:19][CH:20]=[CH:21][CH:22]=2)=[O:14])=[CH:8][CH:9]=1)([O-:3])=[O:2]. The solvent is C=1(C(=CC=CC1)C)C (xylene), CO (methanol), C=1(C(=CC=CC1)C)C (xylene). Reactants: COC(CCC1=NC(=NO1)C1=CSC(=C1)NC(CC)=O)=O (3-[3-(5-Propionylaminothiophen-3-yl)-1,2,4-oxadiazol-5-yl]propionic acid methyl ester), COC(CCC1=NC(=NO1)C1=CSC(=C1)NC(CC(C)C)=O)=O (3-{3-[5-(3-Methylbutyrylamino)thiophen-3-yl]-1,2,4-oxadiazol-5-yl}propionic acid methyl ester), COC(CCC1=NC(=NO1)C1=CSC(=C1)NC(=O)OCC1=CC=CC=C1)=O (3-[3-(5-Benzyloxycarbonylaminothiophen-3-yl)-1,2,4-oxadiazol-5-yl]propionic acid methyl ester). The product is COC(CCC1=NC(=NO1)C1=CSC(=C1)NC(=O)OCC)=O (3-[3-(5-Ethoxycarbonylaminothiophen-3-yl)-1,2,4-oxadiazol-5-yl]propionic acid methyl ester). Reaction SMILES: COC(=O)CCC1ON=C(C2C=C(NC(=O)CC)SC=2)N=1.COC(=O)CCC1ON=C(C2C=C(NC(=O)CC(C)C)SC=2)N=1.[CH3:45][O:46][C:47](=[O:71])[CH2:48][CH2:49][C:50]1[O:54][N:53]=[C:52]([C:55]2[CH:59]=[C:58]([NH:60][C:61]([O:63][CH2:64][C:65]3C=CC=CC=3)=[O:62])[S:57][CH:56]=2)[N:51]=1>>[CH3:45][O:46][C:47](=[O:71])[CH2:48][CH2:49][C:50]1[O:54][N:53]=[C:52]([C:55]2[CH:59]=[C:58]([NH:60][C:61]([O:63][CH2:64][CH3:65])=[O:62])[S:57][CH:56]=2)[N:51]=1. Reported procedure: 3-[3-(5-Propionylaminothiophen-3-yl)-1,2,4-oxadiazol-5-yl]propionic acid methyl ester; 3-{3-[5-(3-Methylbutyrylamino)thiophen-3-yl]-1,2,4-oxadiazol-5-yl}propionic acid methyl ester; and 3-[3-(5-Benzyloxycarbonylaminothiophen-3-yl)-1,2,4-oxadiazol-5-yl]propionic acid methyl ester. Starting materials: B, C1CCOC1, C1CCOC1, CCC(=O)N1CC(c2ccc(NS(=O)(=O)c3ccc(C(C)C)cc3)cn2)C1. The product is CCCN1CC(c2ccc(NS(=O)(=O)c3ccc(C(C)C)cc3)cn2)C1. RXN SMILES: [BH3:28].[CH2:29]1[O:30][CH2:31][CH2:32][CH2:33]1.[CH2:34]1[O:35][CH2:36][CH2:37][CH2:38]1.[CH:1]([CH3:2])([CH3:3])[c:4]1[cH:5][cH:6][c:7]([S:10](=[O:11])(=[O:12])[NH:13][c:14]2[cH:15][n:16][c:17]([CH:20]3[CH2:21][N:22]([C:24]([CH2:25][CH3:26])=[O:27])[CH2:23]3)[cH:18][cH:19]2)[cH:8][cH:9]1>>[CH:1]([CH3:2])([CH3:3])[c:4]1[cH:5][cH:6][c:7]([S:10](=[O:11])(=[O:12])[NH:13][c:14]2[cH:15][n:16][c:17]([CH:20]3[CH2:21][N:22]([CH2:24][CH2:25][CH3:26])[CH2:23]3)[cH:18][cH:19]2)[cH:8][cH:9]1. Reactants: CC1=CC=CC=2CC3=CC=CC(=C3C12)C (4,5-dimethylfluorene), C(CCC)[Li] (butyl lithium), O (Water), C(=O)=O (CO2). The solvent is C1CCOC1 (THF). Run at time 15 minute. Yields the product CC1=CC=2C(C3=CC(=CC=C3C2C=C1)C)C(=O)O (2,7-dimethyl-9-fluorenecarboxylic acid). Isolated yield 65.9%. Reaction SMILES: [CH3:1][C:2]1[C:14]2[C:13]3[C:8](=[CH:9][CH:10]=[CH:11][C:12]=3[CH3:15])[CH2:7][C:6]=2[CH:5]=[CH:4][CH:3]=1.C([Li])CCC.[C:21](=[O:23])=[O:22].O>C1COCC1>[CH3:15][C:12]1[CH:11]=[CH:10][C:9]2[C:5]3[C:6](=[CH:14][C:2]([CH3:1])=[CH:3][CH:4]=3)[CH:7]([C:21]([OH:23])=[O:22])[C:8]=2[CH:13]=1. Reported procedure: A solution of 4,5-dimethylfluorene (5.2 g, 27.0 mmol) in 100 mL of THF at -78° C. was charged with butyl lithium (18.7 mL, 29.0 mmol). The reaction mixture was stirred for 15 min, then CO2 gaseous (5 g, 113.6 mmol) was introduced via cannula over a period of 15 min at -78° C. The reaction mixture was warmed up to room temperature and stirred overnight. Water was added (150 mL) and the layers were separated, the water layer was washed with ethyl acetate (5×20 mL), then acidified with conc. HCl. T... Reactants: Title compound 11A, NC1=CC=C(C=C1)N1N=CC=2C1=NC=NC2N (1-(4-amino-phenyl)-1H-pyrazolo[3,4-d]pyrimidin-4-ylamine), CC(CC(=O)O)CC (3-methylpentanoic acid), Cl.CN(CCCN=C=NCC)C (1-(3-dimethylaminopropyl)-3-ethylcarbodiimide hydrochloride), ON1N=NC2=C1C=CC=C2 (1-hydroxybenzotriazole). The solvent is CN(C)C=O (DMF), CO (methanol). Reaction conditions: time 10 minute. Product: NC1=C2C(=NC=N1)N(N=C2)C2=CC=C(C=C2)NC(CC(CC)C)=O (3-Methyl-pentanoic acid [4-(4-amino-pyrazolo[3,4-d]pyrimidin-1-yl)-phenyl]-amide). Isolated yield 62.5%. RXN SMILES: [NH2:1][C:2]1[CH:7]=[CH:6][C:5]([N:8]2[C:12]3=[N:13][CH:14]=[N:15][C:16]([NH2:17])=[C:11]3[CH:10]=[N:9]2)=[CH:4][CH:3]=1.[CH3:18][CH:19]([CH2:24][CH3:25])[CH2:20][C:21](O)=[O:22].Cl.CN(C)CCCN=C=NCC.ON1C2C=CC=CC=2N=N1>CN(C=O)C.CO>[NH2:17][C:16]1[N:15]=[CH:14][N:13]=[C:12]2[N:8]([C:5]3[CH:6]=[CH:7][C:2]([NH:1][C:21](=[O:22])[CH2:20][CH:19]([CH3:18])[CH2:24][CH3:25])=[CH:3][CH:4]=3)[N:9]=[CH:10][C:11]=12 |f:2.3|. Procedure details: Title compound 11A, 1-(4-amino-phenyl)-1H-pyrazolo[3,4-d]pyrimidin-4-ylamine (40 mg, 1.1 eq, 0.18 mmol) was added to a solution 3-methylpentanoic acid (20 μl, 1.0 eq, 0.16 mmol), 1-(3-dimethylaminopropyl)-3-ethylcarbodiimide hydrochloride (27 mg, 1.1 eq, 0.18 mmol), 1-hydroxybenzotriazole (22 mg, 1.0 eq, 0.17 mmol) in DMF (1 ml) which had been stirred for 10 minutes under an inert atmosphere. The reaction was stirred at room temperature for 48 hours, after which methanol (1 ml) was added, and th... Starting materials: C(C)OC(=O)C1=C(N=C(S1)Br)CN(CC(=O)OCC)CC1=C(C=C(C=C1)OC)OC (2-bromo-4-{[(2,4-dimethoxy-benzyl)-ethoxycarbonylmethyl-amino]-methyl}-thiazole-5-carboxylic acid ethy ester), C1=CC=C(C=2OC3=C(C21)C=CC=C3)B(O)O (dibenzo[b,d]furan-4-yl-boronic acid). Yields the product C(C)OC(=O)C1=C(N=C(S1)C1=CC=CC2=C1OC1=C2C=CC=C1)CN(CC(=O)OCC)CC1=C(C=C(C=C1)OC)OC (2-Dibenzofuran-4-yl-4-{[(2,4-dimethoxy-benzyl)-ethoxycarbonylmethyl-amino]-methyl}-thiazole-5-carboxylic acid ethyl ester). As a reaction SMILES: [CH2:1]([O:3][C:4]([C:6]1[S:10][C:9](Br)=[N:8][C:7]=1[CH2:12][N:13]([CH2:20][C:21]1[CH:26]=[CH:25][C:24]([O:27][CH3:28])=[CH:23][C:22]=1[O:29][CH3:30])[CH2:14][C:15]([O:17][CH2:18][CH3:19])=[O:16])=[O:5])[CH3:2].[CH:31]1[C:39]2[C:38]3[CH:40]=[CH:41][CH:42]=[CH:43][C:37]=3[O:36][C:35]=2[C:34](B(O)O)=[CH:33][CH:32]=1>>[CH2:1]([O:3][C:4]([C:6]1[S:10][C:9]([C:43]2[C:37]3[O:36][C:35]4[CH:34]=[CH:33][CH:32]=[CH:31][C:39]=4[C:38]=3[CH:40]=[CH:41][CH:42]=2)=[N:8][C:7]=1[CH2:12][N:13]([CH2:20][C:21]1[CH:26]=[CH:25][C:24]([O:27][CH3:28])=[CH:23][C:22]=1[O:29][CH3:30])[CH2:14][C:15]([O:17][CH2:18][CH3:19])=[O:16])=[O:5])[CH3:2]. Procedure: Prepared from 2-bromo-4-{[(2,4-dimethoxy-benzyl)-ethoxycarbonylmethyl-amino]-methyl}-thiazole-5-carboxylic acid ethy ester, example 81(b), and dibenzo[b,d]furan-4-yl-boronic acid under conditions analogous to experimental example 81(c). MS: (+) m/z 589.4 (M+1). Reactants: FC=1C=CC(=C(NC2=C(C3=C(S2)C=C(C=C3)OC)C(=O)OCC)C1)[N+](=O)[O-] (ethyl 2-(5-fluoro-2-nitroanilino)-6-methoxybenzo[b]thiophene-3-carboxylate), [H][H] (hydrogen). The reagents and catalysts are [C].[Pd] (palladium-carbon). The solvent is C(C)(=O)OCC (ethyl acetate). The product is NC1=C(NC2=C(C3=C(S2)C=C(C=C3)OC)C(=O)OCC)C=C(C=C1)F (ethyl 2-(2-amino-5-fluoroanilino)-6-methoxybenzo[b]thiophene-3-carboxylate). RXN SMILES: [F:1][C:2]1[CH:3]=[CH:4][C:5]([N+:25]([O-])=O)=[C:6]([CH:24]=1)[NH:7][C:8]1[S:12][C:11]2[CH:13]=[C:14]([O:17][CH3:18])[CH:15]=[CH:16][C:10]=2[C:9]=1[C:19]([O:21][CH2:22][CH3:23])=[O:20].[H][H]>[C].[Pd].C(OCC)(=O)C>[NH2:25][C:5]1[CH:4]=[CH:3][C:2]([F:1])=[CH:24][C:6]=1[NH:7][C:8]1[S:12][C:11]2[CH:13]=[C:14]([O:17][CH3:18])[CH:15]=[CH:16][C:10]=2[C:9]=1[C:19]([O:21][CH2:22][CH3:23])=[O:20] |f:2.3|. Procedure details: In the same manner as in Starting Material Synthesis Example 19 and using ethyl 2-(5-fluoro-2-nitroanilino)-6-methoxybenzo[b]thiophene-3-carboxylate, ethyl acetate, 10% palladium-carbon and hydrogen (60 atm kg/cm2), ethyl 2-(2-amino-5-fluoroanilino)-6-methoxybenzo[b]thiophene-3-carboxylate is obtained. Reactants: C(C1=CC=CC=C1)OC(NC=1C=C2C(=CC=NC2=CC1OC)OC1=CC(=C(C=C1)NC(=O)NC1CC1)F)=O ({4-[4-(cyclopropylureido)-3-fluorophenoxy]-7-methoxyquinolin-6-yl}carbamic acid benzyl ester), amino, FC(C(=O)O)(F)F (trifluoroacetic acid). The solvent is C1(=CC=CC=C1)SC (thioanisole). The product is C1(CC1)NC(NC1=C(C=C(OC2=CC=NC3=CC(=C(C=C23)NC(C)=O)OC)C=C1)F)=O (N-{4-[4-(Cyclopropylureido)-3-fluorophenoxy]-7-methoxyquinolin-6-yl}acetamide). RXN SMILES: C(O[C:9](=[O:38])[NH:10][C:11]1[CH:12]=[C:13]2[C:18](=[CH:19][C:20]=1[O:21][CH3:22])[N:17]=[CH:16][CH:15]=[C:14]2[O:23][C:24]1[CH:29]=[CH:28][C:27]([NH:30][C:31]([NH:33][CH:34]2[CH2:36][CH2:35]2)=[O:32])=[C:26]([F:37])[CH:25]=1)C1C=CC=CC=1.F[C:40](F)(F)C(O)=O>C1(SC)C=CC=CC=1>[CH:34]1([NH:33][C:31](=[O:32])[NH:30][C:27]2[CH:28]=[CH:29][C:24]([O:23][C:14]3[C:13]4[C:18](=[CH:19][C:20]([O:21][CH3:22])=[C:11]([NH:10][C:9](=[O:38])[CH3:40])[CH:12]=4)[N:17]=[CH:16][CH:15]=3)=[CH:25][C:26]=2[F:37])[CH2:35][CH2:36]1. Reported procedure: {4-[4-(cyclopropylureido)-3-fluorophenoxy]-7-methoxyquinolin-6-yl}carbamic acid benzyl ester (11 mg) was heated and stirred in a mixture of trifluoroacetic acid (3 ml) and thioanisole (0.5 ml) at 60° C., in the same manner as Example 264, for debenzylation. The resulting amino compound was acetylated in the same manner as Example 265 to obtain the title compound (2 mg) as a solid.